This data is from the Open Reaction Database (ORD), a public repository of structured organic reaction records. The task is: describe an organic reaction: reactants, conditions, products, and yield Reactants: ClCCl, CCC(C)(C)CC(O)CNC(=O)C(C)(Cc1ccc(-c2ccc(F)cn2)cc1)NC(=O)OCc1ccccc1. The product is CCC(C)(C)CC(=O)CNC(=O)C(C)(Cc1ccc(-c2ccc(F)cn2)cc1)NC(=O)OCc1ccccc1. Reaction SMILES: [CH2:40]([Cl:41])[Cl:42].[F:1][c:2]1[cH:3][cH:4][c:5](-[c:8]2[cH:9][cH:10][c:11]([CH2:12][C:13]([C:14](=[O:15])[NH:16][CH2:17][CH:18]([CH2:19][C:20]([CH2:21][CH3:22])([CH3:23])[CH3:24])[OH:25])([CH3:26])[NH:27][C:28]([O:29][CH2:30][c:31]3[cH:32][cH:33][cH:34][cH:35][cH:36]3)=[O:37])[cH:38][cH:39]2)[n:6][cH:7]1>>[F:1][c:2]1[cH:3][cH:4][c:5](-[c:8]2[cH:9][cH:10][c:11]([CH2:12][C:13]([C:14](=[O:15])[NH:16][CH2:17][C:18]([CH2:19][C:20]([CH2:21][CH3:22])([CH3:23])[CH3:24])=[O:25])([CH3:26])[NH:27][C:28]([O:29][CH2:30][c:31]3[cH:32][cH:33][cH:34][cH:35][cH:36]3)=[O:37])[cH:38][cH:39]2)[n:6][cH:7]1. The reagents and catalysts are [Pd] (Pd). As a reaction SMILES: [Br:1][C:2]1[CH:7]=[CH:6][C:5](I)=[CH:4][CH:3]=1.[C:9](#[N:12])[CH:10]=[CH2:11]>[Pd]>[Br:1][C:2]1[CH:7]=[CH:6][C:5]([CH:11]=[CH:10][C:9]#[N:12])=[CH:4][CH:3]=1. Procedure: The procedure described in Example 47 is repeated, but using 7.07 g (25 mmols) of 4-bromoiodobenzene and 1.83 g (27.5 mmols) of acrylonitrile. After a reaction time of 8 hours at 130° C., 3.95 g (19.0 mmols) of 4-bromocinnamonitrile are obtained, corresponding to a yield of 76% of theory (conversion figure 7600; Pd content 0.01 mol %). Starting materials: BrC1=CC=C(C=C1)I (4-bromoiodobenzene), C(C=C)#N (acrylonitrile). The yield is 76.0%. Product: BrC1=CC=C(C=CC#N)C=C1 (4-bromocinnamonitrile).